From a dataset of the Open Reaction Database (ORD), a public repository of structured organic reaction records. describe an organic reaction: reactants, conditions, products, and yield The reactants are [Cr](=O)(=O)([O-])O[Cr](=O)(=O)[O-].[Na+].[Na+] (sodium dichromate), O (water), S(O)(O)(=O)=O (sulfuric acid), CC(CC)(CC)C1CCC(CC1)O (4-(3-methylpent-3-yl)cyclohexanol). Solvent: C1=CC=CC=C1 (benzene). Conditions: temperature 50 celsius. Product: CC(CC)(CC)C1CCC(CC1)=O (4-(3-methylpent-3-yl)cyclohexanone). RXN SMILES: [CH3:1][C:2]([CH:7]1[CH2:12][CH2:11][CH:10]([OH:13])[CH2:9][CH2:8]1)([CH2:5][CH3:6])[CH2:3][CH3:4].[Cr](O[Cr]([O-])(=O)=O)([O-])(=O)=O.[Na+].[Na+].O.S(=O)(=O)(O)O>C1C=CC=CC=1>[CH3:1][C:2]([CH:7]1[CH2:12][CH2:11][C:10](=[O:13])[CH2:9][CH2:8]1)([CH2:5][CH3:6])[CH2:3][CH3:4] |f:1.2.3|. Procedure: The 4-(3-methylpent-3-yl)cyclohexanol (350 g, 1.9 mol) prepared above was added slowly over a 3 hour period to a stirring solution of sodium dichromate (614 g, 2.06 mol), water (3.0 liters) and 98% sulfuric acid (526 g) while maintaining the batch temperature at 50°-55° C. Upon completion of the addition, the mixture was stirred an additional hour at 50° C. The reaction mixture was cooled and three liters of benzene was added. The layers were separated and the organic layer washed with one liter...